describe an organic reaction: reactants, conditions, products, and yield From a dataset of the Open Reaction Database (ORD), a public repository of structured organic reaction records. The reagents and catalysts are C=1C=CC(=CC1)/C=C/C(=O)/C=C/C2=CC=CC=C2.C=1C=CC(=CC1)/C=C/C(=O)/C=C/C2=CC=CC=C2.C=1C=CC(=CC1)/C=C/C(=O)/C=C/C2=CC=CC=C2.[Pd].[Pd] (Pd2(dba)3). Reactants: C1N(CCC2=CC=CC=C12)CC(CNC(COC1=C(C=CC=C1)I)=O)O (N-(3-(3,4-dihydroisoquinolin-2(1H)-yl)-2-hydroxypropyl)-2-(2-iodophenoxy)acetamide), C(=O)([O-])[O-].[Cs+].[Cs+] (Cs2CO3), C=1C=CC(=CC1)P(C=2C=CC=CC2)C3=CC=C4C=CC=CC4=C3C5=C6C=CC=CC6=CC=C5P(C=7C=CC=CC7)C=8C=CC=CC8 (BINAP). As a reaction SMILES: [CH2:1]1[C:10]2[C:5](=[CH:6][CH:7]=[CH:8][CH:9]=2)[CH2:4][CH2:3][N:2]1[CH2:11][CH:12]([OH:26])[CH2:13][NH:14][C:15](=[O:25])[CH2:16][O:17][C:18]1[CH:23]=[CH:22][CH:21]=[CH:20][C:19]=1I.C([O-])([O-])=O.[Cs+].[Cs+].C1C=CC(P(C2C(C3C(P(C4C=CC=CC=4)C4C=CC=CC=4)=CC=C4C=3C=CC=C4)=C3C(C=CC=C3)=CC=2)C2C=CC=CC=2)=CC=1>O1CCOCC1.C1C=CC(/C=C/C(/C=C/C2C=CC=CC=2)=O)=CC=1.C1C=CC(/C=C/C(/C=C/C2C=CC=CC=2)=O)=CC=1.C1C=CC(/C=C/C(/C=C/C2C=CC=CC=2)=O)=CC=1.[Pd].[Pd]>[CH2:1]1[C:10]2[C:5](=[CH:6][CH:7]=[CH:8][CH:9]=2)[CH2:4][CH2:3][N:2]1[CH2:11][CH:12]([OH:26])[CH2:13][N:14]1[C:15](=[O:25])[CH2:16][O:17][C:18]2[CH:23]=[CH:22][CH:21]=[CH:20][C:19]1=2 |f:1.2.3,6.7.8.9.10|. Procedure details: To a solution of N-(3-(3,4-dihydroisoquinolin-2(1H)-yl)-2-hydroxypropyl)-2-(2-iodophenoxy)acetamide (100 mg, 0.215 mmol) in dioxane (5 mL) was added Cs2CO3 (139 mg, 0.429 mmol), BINAP (13.3 mg, 0.0215 mmol) and Pd2(dba)3 (8.0 mg, 0.0215 mmol). The reaction mixture was heated at 120° C. for 16 h, cooled to room temperature, filtered, and concentrated. The crude produce was purified by preparative HPLC purification. (23.6 mg, yield 32.5%) MS (ESI+) e/z: 339.2 [M+1]+. 1H NMR (MeOD, 400 MHz), δ ppm:... Yield: 32.5%. Reaction conditions: temperature 120 celsius. Run in O1CCOCC1 (dioxane). Yields the product C1N(CCC2=CC=CC=C12)CC(CN1C2=C(OCC1=O)C=CC=C2)O (4-(3-(3,4-dihydroisoquinolin-2(1H)-yl)-2-hydroxypropyl)-2H-benzo[b][1,4]oxazin-3(4H)-one). The reactants are S(O)(O)(=O)=O (sulphuric acid), NC1=CC=CC=C1 (aniline). Conditions: temperature 200 celsius. The product is NC=1C(=CC(=CC1)S(=O)(=O)O)S(=O)(=O)O (Aniline-2,4-disulphonic acid). RXN SMILES: [S:1](=[O:5])(=[O:4])([OH:3])O.[NH2:6][C:7]1[CH:12]=[CH:11][CH:10]=[CH:9][CH:8]=1>>[NH2:6][C:7]1[C:12]([S:1]([OH:5])(=[O:4])=[O:3])=[CH:11][C:10]([S:1]([OH:3])(=[O:5])=[O:4])=[CH:9][CH:8]=1. Procedure: 225.5 g (2.3 mol) of 100% strength sulphuric acid were added to 257.0 g (2.76 mol) of aniline in 460 ml of ortho oil. The suspension obtained was heated at 200° C. for 2.5 hours in a 1.3 1 enamel autoclave. After cooling, the mixture was filtered off with suction and the filter residue was dried. The 475.6 g of solid contained 80.7% of p-sulphanilic acid in addition to unchanged anilinium hydrogensulphate, based on the excess sulphuric acid employed. Aniline-2,4-disulphonic acid was not formed. Reactants: CCOc1ccccc1OCCN(C(=O)OC(C)(C)C)C(C)Cc1cc(C(N)=O)c2c(ccn2CCCOC(=O)C(C)(C)C)c1, O=C([O-])O, CC(C)O, Cl, [Na+], O. Product: CCOc1ccccc1OCCNC(C)Cc1cc(C(N)=O)c2c(ccn2CCCOC(=O)C(C)(C)C)c1. As a reaction SMILES: [C:1]([C:2]([CH3:3])([CH3:4])[CH3:5])(=[O:6])[O:7][CH2:8][CH2:9][CH2:10][n:11]1[cH:12][cH:13][c:14]2[cH:15][c:16]([CH2:23][CH:24]([CH3:25])[N:26]([CH2:27][CH2:28][O:29][c:30]3[c:31]([O:36][CH2:37][CH3:38])[cH:32][cH:33][cH:34][cH:35]3)[C:39]([O:40][C:41]([CH3:42])([CH3:43])[CH3:44])=[O:45])[cH:17][c:18]([C:20]([NH2:21])=[O:22])[c:19]12.[C:47](=[O:48])([OH:49])[O-:50].[CH:52]([OH:53])([CH3:54])[CH3:55].[ClH:46].[Na+:51].[OH2:56]>>[C:1]([C:2]([CH3:3])([CH3:4])[CH3:5])(=[O:6])[O:7][CH2:8][CH2:9][CH2:10][n:11]1[cH:12][cH:13][c:14]2[cH:15][c:16]([CH2:23][CH:24]([CH3:25])[NH:26][CH2:27][CH2:28][O:29][c:30]3[c:31]([O:36][CH2:37][CH3:38])[cH:32][cH:33][cH:34][cH:35]3)[cH:17][c:18]([C:20]([NH2:21])=[O:22])[c:19]12. Starting materials: FC1=CC=C(C=C1)[N+](=O)[O-] (1-fluoro-4-nitrobenzene), OC=1C=C2C(=NN(C2=CC1)C1OCCCC1)C=O ((R/S) 5-hydroxy-1-(oxan-2-yl)-1H-indazole-3-carbaldehyde), C(=O)([O-])[O-].[Cs+].[Cs+] (Cs2CO3). Run in O1CCOCC1 (1,4-dioxane), O (H2O). Reaction conditions: temperature 100 celsius, time 4 hour. Yields the product [N+](=O)([O-])C1=CC=C(OC=2C=C3C(=NN(C3=CC2)C2OCCCC2)C=O)C=C1 ((R/S) 5-(4-nitrophenoxy)-1-(tetrahydro-2H-pyran-2-yl)-1H-indazole-3-carbaldehyde). The yield is 78.1%. As a reaction SMILES: F[C:2]1[CH:7]=[CH:6][C:5]([N+:8]([O-:10])=[O:9])=[CH:4][CH:3]=1.[OH:11][C:12]1[CH:13]=[C:14]2[C:18](=[CH:19][CH:20]=1)[N:17]([CH:21]1[CH2:26][CH2:25][CH2:24][CH2:23][O:22]1)[N:16]=[C:15]2[CH:27]=[O:28].C([O-])([O-])=O.[Cs+].[Cs+]>O1CCOCC1.O>[N+:8]([C:5]1[CH:6]=[CH:7][C:2]([O:11][C:12]2[CH:13]=[C:14]3[C:18](=[CH:19][CH:20]=2)[N:17]([CH:21]2[CH2:26][CH2:25][CH2:24][CH2:23][O:22]2)[N:16]=[C:15]3[CH:27]=[O:28])=[CH:3][CH:4]=1)([O-:10])=[O:9] |f:2.3.4|. Procedure: A mixture of 1-fluoro-4-nitrobenzene (258 mg, 1.83 mmol, 1.00 equiv), (R/S) 5-hydroxy-1-(oxan-2-yl)-1H-indazole-3-carbaldehyde (300 mg, 1.22 mmol, 0.67 equiv) and Cs2CO3 (1.2 g, 3.68 mmol, 2.01 equiv) in 1,4-dioxane (25 mL) was stirred at 100° C. for 4 h. The reaction mixture was cooled to room temperature and then diluted with 50 mL of H2O. The resulting mixture was extracted with 3×200 mL of ethyl acetate. The combined organic layers was dried over anhydrous sodium sulfate and concentrated und... Starting materials: C(C1=CC=CC=C1)(=O)NC(=S)N[C@@]1([C@@H](COCC1)CO)C=1SC=C(C1)Br ((±)-1-Benzoyl-3-[(3R*,4S*)-4-(4-bromo-thiophen-2-yl)-3-hydroxymethyl-tetrahydro-pyran-4-yl]thiourea). The reagents and catalysts are Cl (hydrochloric acid). The solvent is CO (methanol). Reaction conditions: time 2 hour. The product is BrC=1C=C(SC1)[C@@]12CCOC[C@H]2CSC(=N1)NC(C1=CC=CC=C1)=O ((±)-N-[(4aS*,8aS*)-8a-(4-bromo-thiophen-2-yl)-4a,7,8,8a-tetrahydro-4H,5H-6-oxa-3-thia-1-azanaphthalen-2-yl]benzamide). As a reaction SMILES: [C:1]([NH:9][C:10]([NH:12][C@@:13]1([C:21]2[S:22][CH:23]=[C:24]([Br:26])[CH:25]=2)[CH2:18][CH2:17][O:16][CH2:15][C@H:14]1[CH2:19]O)=[S:11])(=[O:8])[C:2]1[CH:7]=[CH:6][CH:5]=[CH:4][CH:3]=1>CO.Cl>[Br:26][C:24]1[CH:25]=[C:21]([C@@:13]23[N:12]=[C:10]([NH:9][C:1](=[O:8])[C:2]4[CH:3]=[CH:4][CH:5]=[CH:6][CH:7]=4)[S:11][CH2:19][C@@H:14]2[CH2:15][O:16][CH2:17][CH2:18]3)[S:22][CH:23]=1. Procedure details: (±)-1-Benzoyl-3-[(3R*,4S*)-4-(4-bromo-thiophen-2-yl)-3-hydroxymethyl-tetrahydro-pyran-4-yl]thiourea (233 mg) was dissolved in methanol (5 mL). Several drops of concentrated hydrochloric acid were added, followed by stirring for two hours. The reaction solution was returned to room temperature and the solvent was evaporated under reduced pressure to obtain the title compound. Starting materials: N1=CC(=CC=C1)N1N=CC(=C1)C1=CC=CC(=N1)C#N (6-(1-pyridin-3-yl-1H-pyrazol-4-yl)pyridine-2-carbonitrile), [Cl-].[NH4+] (ammonium chloride), solution, C[O-].[Na+] (sodium methoxide). Run in CO (methanol), CO (methanol). Conditions: temperature 65 celsius, time 20 minute. Product: N1=CC(=CC=C1)N1N=CC(=C1)C1=CC=CC(=N1)C(=N)N (6-(1-Pyridin-3-yl-1H-pyrazol-4-yl)pyridine-2-carboxamidine). RXN SMILES: [N:1]1[CH:6]=[CH:5][CH:4]=[C:3]([N:7]2[CH:11]=[C:10]([C:12]3[N:17]=[C:16]([C:18]#[N:19])[CH:15]=[CH:14][CH:13]=3)[CH:9]=[N:8]2)[CH:2]=1.C[O-].[Na+].[Cl-].[NH4+:24]>CO>[N:1]1[CH:6]=[CH:5][CH:4]=[C:3]([N:7]2[CH:11]=[C:10]([C:12]3[N:17]=[C:16]([C:18]([NH2:24])=[NH:19])[CH:15]=[CH:14][CH:13]=3)[CH:9]=[N:8]2)[CH:2]=1 |f:1.2,3.4|. Procedure details: With heating, 0.7 g (2.8 mmol) of 6-(1-pyridin-3-yl-1H-pyrazol-4-yl)pyridine-2-carbonitrile was dissolved in 150 ml of abs. methanol, and 1 ml of a solution of sodium methoxide in methanol (30%, corresponds to 5.4 mmol) was added. The mixture was stirred at 65° C. until the thin-layer chromatogram (TLC) showed complete conversion, 1.5 g of ammonium chloride was added and the mixture was concentrated. The residue was boiled twice with in each case 30 ml of ethanol, the hot mixture was filtered an... Procedure: To a mixture of 1-formylmethyl-5-{4-[2-(4-methylphenyl)benzoylamino]benzoyl}-1,3,4,5-tetrahydro-1,5-benzodiazepin-2(2H)-one (380 mg) and 4-methylpiperazine (73.4 mg) in a mixture of methanol (10 ml) and acetic acid (0.5 ml) was added sodium cyanoborohydride (46.1 mg) and the mixture was stirred at ambient temperature for 5 hours. The mixture was poured into a mixture of chloroform and saturated aqueous sodium hydrogen carbonate and the mixture was stirred at ambient temperature for 30 minutes. T... Conditions: time 5 hour. The product is CC1=CC=C(C=C1)C1=C(C(=O)NC2=CC=C(C(=O)N3CCC(N(C4=C3C=CC=C4)CCN4CCN(CC4)C)=O)C=C2)C=CC=C1 (5-{4-[2-(4-methylphenyl)benzoylamino]benzoyl}-1-[2-(4-methyl-1-piperazinyl)ethyl]-1,3,4,5-tetrahydro-1,5-benzodiazepin-2(2H)-one). The yield is 26.1%. Solvent: C(Cl)(Cl)Cl (chloroform), CO (methanol), C(C)(=O)O (acetic acid). Reaction SMILES: [CH:1]([CH2:3][N:4]1[C:10]2[CH:11]=[CH:12][CH:13]=[CH:14][C:9]=2[N:8]([C:15](=[O:38])[C:16]2[CH:21]=[CH:20][C:19]([NH:22][C:23](=[O:37])[C:24]3[CH:29]=[CH:28][CH:27]=[CH:26][C:25]=3[C:30]3[CH:35]=[CH:34][C:33]([CH3:36])=[CH:32][CH:31]=3)=[CH:18][CH:17]=2)[CH2:7][CH2:6][C:5]1=[O:39])=O.[CH3:40][N:41]1[CH2:46][CH2:45][NH:44][CH2:43][CH2:42]1.C([BH3-])#N.[Na+].C(=O)([O-])O.[Na+]>CO.C(O)(=O)C.C(Cl)(Cl)Cl>[CH3:36][C:33]1[CH:32]=[CH:31][C:30]([C:25]2[CH:26]=[CH:27][CH:28]=[CH:29][C:24]=2[C:23]([NH:22][C:19]2[CH:20]=[CH:21][C:16]([C:15]([N:8]3[C:9]4[CH:14]=[CH:13][CH:12]=[CH:11][C:10]=4[N:4]([CH2:3][CH2:1][N:44]4[CH2:45][CH2:46][N:41]([CH3:40])[CH2:42][CH2:43]4)[C:5](=[O:39])[CH2:6][CH2:7]3)=[O:38])=[CH:17][CH:18]=2)=[O:37])=[CH:35][CH:34]=1 |f:2.3,4.5|. The reactants are C(O)([O-])=O.[Na+] (sodium hydrogen carbonate), C(=O)CN1C(CCN(C2=C1C=CC=C2)C(C2=CC=C(C=C2)NC(C2=C(C=CC=C2)C2=CC=C(C=C2)C)=O)=O)=O (1-formylmethyl-5-{4-[2-(4-methylphenyl)benzoylamino]benzoyl}-1,3,4,5-tetrahydro-1,5-benzodiazepin-2(2H)-one), CN1CCNCC1 (4-methylpiperazine), C(#N)[BH3-].[Na+] (sodium cyanoborohydride). The reactants are CC1(OC[C@H](O1)[C@H](CSC)NCC1=CNC2=C1N=CNC2=O)C (7-(((R)-1-((R)-2,2-dimethyl-1,3-dioxolan-4-yl)-2-(methylthio)ethylamino)methyl)-3H-pyrrolo[3,2-d]pyrimidin-4(5H)-one), Cl (hydrogen chloride). The solvent is CO (methanol). The product is O[C@H]([C@H](CSC)NCC1=CNC2=C1N=CNC2=O)CO (7-(((2R,3R)-3,4-dihydroxy-1-(methylthio)butan-2-ylamino)methyl)-3H-pyrrolo[3,2-d]pyrimidin-4(5H)-one). Isolated yield 80.4%. Reaction SMILES: CC1(C)[O:6][C@H:5]([C@@H:7]([NH:11][CH2:12][C:13]2[C:17]3[N:18]=[CH:19][NH:20][C:21](=[O:22])[C:16]=3[NH:15][CH:14]=2)[CH2:8][S:9][CH3:10])[CH2:4][O:3]1.Cl>CO>[OH:6][C@@H:5]([CH2:4][OH:3])[C@@H:7]([NH:11][CH2:12][C:13]1[C:17]2[N:18]=[CH:19][NH:20][C:21](=[O:22])[C:16]=2[NH:15][CH:14]=1)[CH2:8][S:9][CH3:10]. Reported procedure: The product from Example 27.6 (0.049 g, 0.15 mmol) was stirred in a 1% hydrogen chloride solution in methanol (10 ml) for 3 h at ambient temperature. The reaction mixture was neutralised with Amberlyst A-21 ion exchange resin. The resin was filtered and the reaction solution concentrated. The residue was chromatographed (methanol [3,5N ammonia solution]-DCM, 1:4) giving a white solid (0.036 g, 83%). 1H NMR revealed this compound to be identical to the enantiomer from Example 26.7. +ESMS Found 29...